Dataset: the Open Reaction Database (ORD), a public repository of structured organic reaction records. Task: describe an organic reaction: reactants, conditions, products, and yield Starting materials: FC1=C(OC2=C3C(=NC=C2)C=C(S3)C=3C=NC(=CC3)OC)C=CC(=C1)[N+](=O)[O-] (7-(2-Fluoro-4-nitrophenoxy)-2-(6-methoxypyridin-3-yl)thieno[3,2-b]pyridine), Cl[Si](C)(C)C (chlorotrimethylsilane), [I-].[Na+] (sodium iodide), Cl[Si](C)(C)C (chlorotrimethylsilane), [I-].[Na+] (sodium iodide). The solvent is C(C)#N (acetonitrile). Reaction conditions: temperature 85 celsius. The product is FC1=C(OC2=C3C(=NC=C2)C=C(S3)C=3C=CC(NC3)=O)C=CC(=C1)[N+](=O)[O-] (5-(7-(2-Fluoro-4-nitrophenoxy)thieno[3,2-b]pyridin-2-yl)pyridin-2(1H)-one). Yield: 98.0%. Reaction SMILES: [F:1][C:2]1[CH:25]=[C:24]([N+:26]([O-:28])=[O:27])[CH:23]=[CH:22][C:3]=1[O:4][C:5]1[CH:10]=[CH:9][N:8]=[C:7]2[CH:11]=[C:12]([C:14]3[CH:15]=[N:16][C:17]([O:20]C)=[CH:18][CH:19]=3)[S:13][C:6]=12.Cl[Si](C)(C)C.[I-].[Na+]>C(#N)C>[F:1][C:2]1[CH:25]=[C:24]([N+:26]([O-:28])=[O:27])[CH:23]=[CH:22][C:3]=1[O:4][C:5]1[CH:10]=[CH:9][N:8]=[C:7]2[CH:11]=[C:12]([C:14]3[CH:19]=[CH:18][C:17](=[O:20])[NH:16][CH:15]=3)[S:13][C:6]=12 |f:2.3|. Procedure details: To a flask containing a suspension of 419 (0.299 g, 0.753 mmol) in acetonitrile (8 mL) was added chlorotrimethylsilane (0.095 mL, 0.748 mmol) followed by sodium iodide (0.112 g, 0.748 mmol). The mixture was then heated to between 70 to 100° C. over 24 hours. Over this time four additional portions of chlorotrimethylsilane (0.095 mL each portion) and sodium iodide (0.112 g each portion) were added. The reaction mixture was then cooled to room temperature and the formed precipitate was collected b... Starting materials: [OH-].[K+] (KOH), BrC1=CC(=CC=C1)OCOC (1-Bromo-3-methoxymethoxy-benzene), N1CCCC1 (pyrrolidine), solution, Cl (hydrochloric acid). Reagents/catalysts: CC(C)([P](C(C)(C)C)([Pd][P](C(C)(C)C)(C(C)(C)C)C(C)(C)C)C(C)(C)C)C (bis(tri-t-butylphosphine)palladium(0)). The solvent is C(C)(=O)OCC (ethyl acetate), C(C)O (ethanol), C1(=CC=CC=C1)C (toluene). Conditions: temperature 80 celsius. The product is N1(CCCC1)C=1C=C(C=CC1)O (3-(1-pyrrolidinyl)phenol). RXN SMILES: Br[C:2]1[CH:7]=[CH:6][CH:5]=[C:4]([O:8]COC)[CH:3]=1.[NH:12]1[CH2:16][CH2:15][CH2:14][CH2:13]1.[OH-].[K+].Cl>C1(C)C=CC=CC=1.C(O)C.CC(C)([P](C(C)(C)C)([Pd][P](C(C)(C)C)(C(C)(C)C)C(C)(C)C)C(C)(C)C)C.C(OCC)(=O)C>[N:12]1([C:2]2[CH:3]=[C:4]([OH:8])[CH:5]=[CH:6][CH:7]=2)[CH2:16][CH2:15][CH2:14][CH2:13]1 |f:2.3,^1:32,38|. Procedure details: 7 g (30 mmol) of 1-Bromo-3-methoxymethoxy-benzene from step A and 2.5 g (35 mmol) of pyrrolidine were dissolved under argon in 60 mL of toluene. Then, 0.15 g (0.3 mmol) of bis(tri-t-butylphosphine)palladium(0), 2.5 g KOH und 0.6 g (0.15 mmol) cetyltrimethylammoniumbromid were added, and the reaction mixture was heated at 80° C. At the end of the reaction, the reaction mixture was poured into 200 mL of ethyl acetate, and the organic phase was extracted with 1N sodium hydroxide solution and then d... The reactants are I (Hydriodic acid), COC1=C(C=CC=C1OC1=C(C=CC=C1)C)C(C(=O)O)CC (2-[2-methoxy-3-(o-tolyloxy)phenyl]butyric acid), resultant product, OC1=C(C=CC=C1OC1=C(C=CC=C1)C)C(C(=O)O)CC (2-[2-hydroxy-3-(o-tolyloxy)phenyl]butyric acid). Solvent: C(C)(=O)OC(C)=O (acetic anhydride), C(C)(=O)OC(C)=O (acetic anhydride). Product: C(C)C1C(OC2=C1C=CC=C2OC2=C(C=CC=C2)C)=O (3-ethyl-7-(o-tolyloxy)-2,3-dihydrobenzofuran-2-one). The yield is 33.1%. RXN SMILES: I.CO[C:4]1[C:9]([O:10][C:11]2[CH:16]=[CH:15][CH:14]=[CH:13][C:12]=2[CH3:17])=[CH:8][CH:7]=[CH:6][C:5]=1[CH:18]([CH2:22][CH3:23])[C:19]([OH:21])=[O:20].OC1C(OC2C=CC=CC=2C)=CC=CC=1C(CC)C(O)=O>C(OC(=O)C)(=O)C>[CH2:22]([CH:18]1[C:5]2[CH:6]=[CH:7][CH:8]=[C:9]([O:10][C:11]3[CH:16]=[CH:15][CH:14]=[CH:13][C:12]=3[CH3:17])[C:4]=2[O:20][C:19]1=[O:21])[CH3:23]. Procedure: Hydriodic acid (55-58%, 20 ml) and a solution of 2-[2-methoxy-3-(o-tolyloxy)phenyl]butyric acid (2.2 g) in acetic anhydride (10 ml) were treated in a similar manner to that of Example 10-(7). The resultant product, i.e. 2-[2-hydroxy-3-(o-tolyloxy)phenyl]butyric acid was treated with acetic anhydride (20 ml) in a similar manner to that of Example 10-(7) to give 3-ethyl-7-(o-tolyloxy)-2,3-dihydrobenzofuran-2-one (650 mg). mp 44°-45° C. Starting materials: ClCCC1OC2=C(C=CC=3C=CC(=NC23)C)C(N(C1)C)=S (2-(2-chloroethyl)-2,3-dihydro-4,10-dimethyl-1,4-oxazepino[6,7-h)quinoline-5(4H)-thione), CNC (dimethylamine). Product: Cl.CN(CCC1OC2=C(C=CC=3C=CC(=NC23)C)C(N(C1)C)=S)C (2-[2-(Dimethylamino)ethyl]-2,3-dihydro-4,10-dimethyl-1,4-oxazepino[6,7-h]quinoline-5(4H)-thione hydrochloride). As a reaction SMILES: [Cl:1][CH2:2][CH2:3][CH:4]1[CH2:19][N:18]([CH3:20])[C:17](=[S:21])[C:7]2[CH:8]=[CH:9][C:10]3[CH:11]=[CH:12][C:13]([CH3:16])=[N:14][C:15]=3[C:6]=2[O:5]1.[CH3:22][NH:23][CH3:24]>>[ClH:1].[CH3:22][N:23]([CH3:24])[CH2:2][CH2:3][CH:4]1[CH2:19][N:18]([CH3:20])[C:17](=[S:21])[C:7]2[CH:8]=[CH:9][C:10]3[CH:11]=[CH:12][C:13]([CH3:16])=[N:14][C:15]=3[C:6]=2[O:5]1 |f:2.3|. Procedure: Following the procedure of Example 31, 2-(2-chloroethyl)-2,3-dihydro-4,10-dimethyl-1,4-oxazepino[6,7-h)quinoline-5(4H)-thione is reacted with dimethylamine to give the title compound. The reagents and catalysts are [Pd] (palladium-on-charcoal). Solvent: CN(C=O)C (dimethylformamide). Procedure details: 3 g of 10-(3-nitrobenzylidene)-5H-imidazo-(1,2-a]indeno[1,2-e]pyrazin-4-one are hydrogenated at atmospheric pressure and at 50° C. in the presence of 10% palladium-on-charcoal in 100 ml of dimethylformamide. After 20 hours of reaction, the reaction medium is filtered on Celite. The insoluble material is washed with 1 liter of dimethyl sulphoxide and the filtrate is concentrated to dryness under reduced pressure. After drying of the yellow powder thus obtained (5 mmHg; 0.65 kPa) at 65° C., 2.5 g ... The yield is 90.4%. Yields the product NC=1C=C(CC2C=3C=CC=CC3C=3NC(C=4N(C32)C=CN4)=O)C=CC1 (10-(3-aminobenzyl)-5H,10H-imidazo[1,2-a]indeno[1,2-e]pyrazin-4-one). Reactants: [N+](=O)([O-])C=1C=C(C=C2C=3C=CC=CC3C=3NC(C=4N(C32)C=CN4)=O)C=CC1 (10-(3-nitrobenzylidene)-5H-imidazo-(1,2-a]indeno[1,2-e]pyrazin-4-one). RXN SMILES: [N+:1]([C:4]1[CH:5]=[C:6]([CH:25]=[CH:26][CH:27]=1)[CH:7]=[C:8]1[C:20]2[N:19]3[CH:21]=[CH:22][N:23]=[C:18]3[C:17](=[O:24])[NH:16][C:15]=2[C:14]2[CH:13]=[CH:12][CH:11]=[CH:10][C:9]1=2)([O-])=O>CN(C)C=O.[Pd]>[NH2:1][C:4]1[CH:5]=[C:6]([CH:25]=[CH:26][CH:27]=1)[CH2:7][CH:8]1[C:20]2[N:19]3[CH:21]=[CH:22][N:23]=[C:18]3[C:17](=[O:24])[NH:16][C:15]=2[C:14]2[CH:13]=[CH:12][CH:11]=[CH:10][C:9]1=2. Reactants: Cl (hydrochloric acid), C(#N)N=C1NC2=CC=C(C(=C2CN1CC#N)Cl)Cl ((2-cyanoimino-5,6-dichloro-1,2,3,4-tetrahydroquinazolin-3-yl) acetonitrile), C([O-])([O-])=O.[K+].[K+] (potassium carbonate). Run in C(CO)O (ethylene glycol). Run at time 20 minute. Product: ClC1=C2CN3C(=NC2=CC=C1Cl)NC(C3)=O (6,7-dichloro-1, 5-dihydroimidazo[2,1-b]quinazolin-2[3H]-one). Yield: 96.4%. RXN SMILES: Cl.C(N=[C:5]1[N:14]([CH2:15][C:16]#[N:17])[CH2:13][C:12]2[C:7](=[CH:8][CH:9]=[C:10]([Cl:19])[C:11]=2[Cl:18])[NH:6]1)#N.C(=O)([O-])[O-:21].[K+].[K+]>C(O)CO>[Cl:18][C:11]1[C:10]([Cl:19])=[CH:9][CH:8]=[C:7]2[C:12]=1[CH2:13][N:14]1[CH2:15][C:16](=[O:21])[NH:17][C:5]1=[N:6]2 |f:2.3.4|. Reported procedure: To a solution of 10 ml of ethylene glycol in 0.5 ml (0.005 moles) of cc. hydrochloric acid, warmed to 120° C., 0.28 g (0.001 mole) of (2-cyanoimino-5,6-dichloro-1,2,3,4-tetrahydroquinazolin-3-yl) acetonitrile are added, and the solution is stirred at the same temperature for 20 minutes. Then it is cooled to room temperature and made neutral with 10% potassium carbonate solution. The separated crystals are filtered off. Thus 0.27 g (96.4%) of crude 6,7-dichloro-1, 5-dihydroimidazo[2,1-b]quinazoli...